This data is from the Open Reaction Database (ORD), a public repository of structured organic reaction records. The task is: describe an organic reaction: reactants, conditions, products, and yield Starting materials: COC(CC(C)=O)=O (3-oxo-butyric acid methyl ester), R3—(CH2)m—NH2, NCC1(CCCCC1)O (1-aminomethyl-1-cyclohexanol), BrCC(=O)C1=C(C=C(C(=C1)F)Cl)Cl (2-bromo-1-(2,4-dichloro-5-fluorophenyl)-ethanone), c-cyclohexyl-methylamine. Product: OC1(CCCCC1)CNC(=O)C1=C(N(C(=C1)C1=C(C=C(C(=C1)F)Cl)Cl)CC1CCCCC1)C (Cyclohexylmethyl-5-(2,4-dichloro-5-fluoro-phenyl)-2-methyl-1H-pyrrole-3-carboxylic acid (1-hydroxy-cyclohexylmethyl)-amide). RXN SMILES: CO[C:3](=[O:8])[CH2:4][C:5](=O)[CH3:6].Br[CH2:10][C:11]([C:13]1[CH:18]=[C:17]([F:19])[C:16]([Cl:20])=[CH:15][C:14]=1[Cl:21])=O.[NH2:22][CH2:23][C:24]1([OH:30])[CH2:29][CH2:28][CH2:27][CH2:26][CH2:25]1>>[OH:30][C:24]1([CH2:23][NH:22][C:3]([C:4]2[CH:10]=[C:11]([C:13]3[CH:18]=[C:17]([F:19])[C:16]([Cl:20])=[CH:15][C:14]=3[Cl:21])[N:22]([CH2:23][CH:24]3[CH2:29][CH2:28][CH2:27][CH2:26][CH2:25]3)[C:5]=2[CH3:6])=[O:8])[CH2:29][CH2:28][CH2:27][CH2:26][CH2:25]1. Procedure details: The title compound was synthesized in analogy to Example 68, using 3-oxo-butyric acid methyl ester as compound of formula R, 2-bromo-1-(2,4-dichloro-5-fluorophenyl)-ethanone as compound of formula S, c-cyclohexyl-methylamine as R3—(CH2)m—NH2 and 1-aminomethyl-1-cyclohexanol as R1R2NH, MS (ISP) 495.5 (M+H)+.